This data is from the Open Reaction Database (ORD), a public repository of structured organic reaction records. The task is: describe an organic reaction: reactants, conditions, products, and yield Starting materials: O (Water), Cl.C(C1=CC=CC=C1)OC1=CC=C(N)C=C1 (4-Benzyloxyaniline hydrochloride), C(C)[Mg]Br (ethylmagnesium bromide), ClC1=C(C#N)C=CC(=C1)Cl (2,4-dichlorobenzonitrile). The solvent is C1CCOC1 (THF). Reaction conditions: time 20 hour. The product is C(C1=CC=CC=C1)OC1=CC=C(C=C1)NC(C1=C(C=C(C=C1)Cl)Cl)=N (N-(4-Benzyloxyphenyl)-2,4-dichloro-benzamidine). Yield: 97.8%. As a reaction SMILES: Cl.[CH2:2]([O:9][C:10]1[CH:16]=[CH:15][C:13]([NH2:14])=[CH:12][CH:11]=1)[C:3]1[CH:8]=[CH:7][CH:6]=[CH:5][CH:4]=1.C([Mg]Br)C.[Cl:21][C:22]1[CH:29]=[C:28]([Cl:30])[CH:27]=[CH:26][C:23]=1[C:24]#[N:25].O>C1COCC1>[CH2:2]([O:9][C:10]1[CH:11]=[CH:12][C:13]([NH:14][C:24](=[NH:25])[C:23]2[CH:26]=[CH:27][C:28]([Cl:30])=[CH:29][C:22]=2[Cl:21])=[CH:15][CH:16]=1)[C:3]1[CH:4]=[CH:5][CH:6]=[CH:7][CH:8]=1 |f:0.1|. Procedure: 4-Benzyloxyaniline hydrochloride (5.0 g, 21.2 mmol) was dropwise added to a solution of ethylmagnesium bromide (44.5 ml, 1M in THF, 44.5 mmol) in 25 ml dry TIHF under nitrogen atmosphere. After stirring for 20 minutes a solution of 2,4-dichlorobenzonitrile (3.65 g, 21.2 mmol) in 25 ml THF was added. The reaction mixture was stirred for 20 hours at room temperature. Water (50 ml) was carefully added. Extraction with EtOAc (2×100 ml), drying (Na2SO4), filtration and evaporation to dryness afforded... Reactants: C(C)(C)(C)OC(=O)N1CC2CN(CC2C1)CC1=CC=2N=C(N=C(C2S1)N1CCOCC1)Cl (5-(2-chloro-4-morpholin-4-yl-thieno[3,2-d]pyrimidin-6-ylmethyl)-hexahydro-pyrrolo[3,4-c]pyrrole-2-carboxylic acid tert-butyl ester), C(C)(C)(C)OC(=O)N1C2CNCC1CC2 (3,8-diaza-bicyclo[3.2.1]octane-8-carboxylic acid tert-butyl ester). Product: C(C)(C)(C)OC(=O)N1C2CN(CC1CC2)CC2=CC=1N=C(N=C(C1S2)N2CCOCC2)Cl (3-(2-Chloro-4-morpholin-4-yl-thieno[3,2-d]pyrimidin-6-ylmethyl)-3,8-diaza-bicyclo[3.2.1]octane-8-carboxylic acid tert-butyl ester), solid. The yield is 74.0%. Reaction SMILES: C(OC(N1CC2C([CH2:11][N:12]([CH2:16][C:17]3[S:25][C:24]4[C:23]([N:26]5[CH2:31][CH2:30][O:29][CH2:28][CH2:27]5)=[N:22][C:21]([Cl:32])=[N:20][C:19]=4[CH:18]=3)[CH2:13]2)C1)=O)(C)(C)C.[C:33]([O:37][C:38]([N:40]1[CH:45]2[CH2:46][CH2:47][CH:41]1CNC2)=[O:39])([CH3:36])([CH3:35])[CH3:34]>>[C:33]([O:37][C:38]([N:40]1[CH:45]2[CH2:46][CH2:47][CH:41]1[CH2:11][N:12]([CH2:16][C:17]1[S:25][C:24]3[C:23]([N:26]4[CH2:27][CH2:28][O:29][CH2:30][CH2:31]4)=[N:22][C:21]([Cl:32])=[N:20][C:19]=3[CH:18]=1)[CH2:13]2)=[O:39])([CH3:36])([CH3:34])[CH3:35]. Procedure details: Prepared according to the method used in the preparation of 5-(2-chloro-4-morpholin-4-yl-thieno[3,2-d]pyrimidin-6-ylmethyl)-hexahydro-pyrrolo[3,4-c]pyrrole-2-carboxylic acid tert-butyl ester using 3,8-diaza-bicyclo[3.2.1]octane-8-carboxylic acid tert-butyl ester in place of hexahydro-pyrrolo[3,4-c]pyrrole-2-carboxylic acid tert-butyl ester. The title compound was obtained as a tan solid (103 mg, 74%). Reactants: BrC=1C=CC(=C(C=O)C1)F (5-bromo-2-fluoro-benzaldehyde), solution, C(CCC)[Li] (n-butyllithium), BrC1=CC=C(C=C1)C#C[Si](C(C)C)(C(C)C)C(C)C (1-bromo-4-triisopropylsilylethynyl-benzene), O (water). The solvent is O1CCCC1 (tetrahydrofuran), CCCCCC (hexane), O1CCCC1 (tetrahydrofuran). Run at temperature -78 celsius, time 1 hour. The product is BrC=1C=CC(=C(C1)C(O)C1=CC=C(C=C1)C#C[Si](C(C)C)(C(C)C)C(C)C)F ((5-bromo-2-fluoro-phenyl)-{4-[(triisopropylsilyl)-ethynyl]-phenyl}-methanol). Reaction SMILES: C([Li])CCC.Br[C:7]1[CH:12]=[CH:11][C:10]([C:13]#[C:14][Si:15]([CH:22]([CH3:24])[CH3:23])([CH:19]([CH3:21])[CH3:20])[CH:16]([CH3:18])[CH3:17])=[CH:9][CH:8]=1.[Br:25][C:26]1[CH:27]=[CH:28][C:29]([F:34])=[C:30]([CH:33]=1)[CH:31]=[O:32].O>CCCCCC.O1CCCC1>[Br:25][C:26]1[CH:27]=[CH:28][C:29]([F:34])=[C:30]([CH:31]([C:7]2[CH:12]=[CH:11][C:10]([C:13]#[C:14][Si:15]([CH:22]([CH3:24])[CH3:23])([CH:19]([CH3:21])[CH3:20])[CH:16]([CH3:18])[CH3:17])=[CH:9][CH:8]=2)[OH:32])[CH:33]=1. Procedure: 33.8 ml of a 1.6 M solution of n-butyllithium in hexane are added dropwise under argon to a solution of 17.4 g 1-bromo-4-triisopropylsilylethynyl-benzene in 120 ml dry tetrahydrofuran chilled to −78° C. The solution is stirred for 1 h at −70° C. Then 10.8 g 5-bromo-2-fluoro-benzaldehyde dissolved in 30 ml of tetrahydrofuran are added dropwise over 15 min. The resulting solution is left in the cooling bath to warm up overnight to ambient temperature. Then water is added and the mixture is extract... The reactants are COC(=O)c1cccc(C#Cc2c(-c3ccccc3)noc2C)c1, CCO, [Na+], [OH-]. Yields the product Cc1onc(-c2ccccc2)c1C#Cc1cccc(C(=O)O)c1. As a reaction SMILES: [CH3:1][O:2][C:3]([c:4]1[cH:5][c:6]([C:10]#[C:11][c:12]2[c:13](-[c:18]3[cH:19][cH:20][cH:21][cH:22][cH:23]3)[n:14][o:15][c:16]2[CH3:17])[cH:7][cH:8][cH:9]1)=[O:24].[CH3:27][CH2:28][OH:29].[Na+:26].[OH-:25]>>[O:2]=[C:3]([c:4]1[cH:5][c:6]([C:10]#[C:11][c:12]2[c:13](-[c:18]3[cH:19][cH:20][cH:21][cH:22][cH:23]3)[n:14][o:15][c:16]2[CH3:17])[cH:7][cH:8][cH:9]1)[OH:24]. The reactants are CCO, FC(F)(F)c1ccc2[nH]c(Cl)nc2c1, Nc1cccc2cccnc12. Product: FC(F)(F)c1ccc2[nH]c(Nc3cccc4cccnc34)nc2c1. As a reaction SMILES: [CH3:26][CH2:27][OH:28].[Cl:1][c:2]1[n:3][c:4]2[c:5]([nH:6]1)[cH:7][cH:8][c:9]([C:11]([F:12])([F:13])[F:14])[cH:10]2.[NH2:15][c:16]1[cH:17][cH:18][cH:19][c:20]2[cH:21][cH:22][cH:23][n:24][c:25]12>>[c:2]1([NH:15][c:16]2[cH:17][cH:18][cH:19][c:20]3[cH:21][cH:22][cH:23][n:24][c:25]23)[n:3][c:4]2[c:5]([nH:6]1)[cH:7][cH:8][c:9]([C:11]([F:12])([F:13])[F:14])[cH:10]2. Reactants: FC=1C=C(C=CC1OC1=C2C(=NC=C1)C=C(S2)C2=CC=C(C=C2)S(=O)(=O)C)N (3-Fluoro-4-(2-(4-(methylsulfonyl)phenyl)thieno[3,2-b]pyridin-7-yloxy)benzenamine), C1(=CC=CC=C1)CC(=O)N=C=S (2-phenylacetyl isothiocyanate). Solvent: C1CCOC1 (THF). Run at time 30 minute. The product is FC=1C=C(C=CC1OC1=C2C(=NC=C1)C=C(S2)C2=CC=C(C=C2)S(=O)(=O)C)NC(=S)NC(CC2=CC=CC=C2)=O (N-(3-Fluoro-4-(2-(4-(methylsulfonyl)phenyl)thieno[3,2-b]pyridin-7-yloxy)phenylcarbamothioyl)-2-phenylacetamide). Isolated yield 59.8%. RXN SMILES: [F:1][C:2]1[CH:3]=[C:4]([NH2:28])[CH:5]=[CH:6][C:7]=1[O:8][C:9]1[CH:14]=[CH:13][N:12]=[C:11]2[CH:15]=[C:16]([C:18]3[CH:23]=[CH:22][C:21]([S:24]([CH3:27])(=[O:26])=[O:25])=[CH:20][CH:19]=3)[S:17][C:10]=12.[C:29]1([CH2:35][C:36]([N:38]=[C:39]=[S:40])=[O:37])[CH:34]=[CH:33][CH:32]=[CH:31][CH:30]=1>C1COCC1>[F:1][C:2]1[CH:3]=[C:4]([NH:28][C:39]([NH:38][C:36](=[O:37])[CH2:35][C:29]2[CH:30]=[CH:31][CH:32]=[CH:33][CH:34]=2)=[S:40])[CH:5]=[CH:6][C:7]=1[O:8][C:9]1[CH:14]=[CH:13][N:12]=[C:11]2[CH:15]=[C:16]([C:18]3[CH:19]=[CH:20][C:21]([S:24]([CH3:27])(=[O:25])=[O:26])=[CH:22][CH:23]=3)[S:17][C:10]=12. Procedure details: To a solution of 49 (46.7 mg, 0.1 mmol) in dry THF (5 mL), 2-phenylacetyl isothiocyanate (40 mg, 0.2 mmol) was added and the reaction was allowed to stir for 30 minutes. The THF was removed under reduced pressure and the resultant product was purified by column chromatography on silica gel, eluent hexane/EtOAc (1:1), to afford the title compound 50 (35.4 mg, 53% yield). 1HNMR (DMSO) δ (ppm): 12.49 (s, 1H),1 1.85 (s, 1H), 8.57 (d, J=5.5 Hz, 1H), 8.30 (s, 1H), 8.17 (d, J=8.4Hz, 2H), 8.02 (d, J=8.4... Reactants: [Al+3], CC(C)(C)OC(=O)N1CCOCC1CO, C1CCOC1, [H-], [H-], [H-], [H-], [Li+]. Yields the product CN1CCOCC1CO. As a reaction SMILES: [Al+3:2].[C:7]([O:8][C:12](=[O:9])[N:14]1[CH:15]([CH2:20][OH:21])[CH2:16][O:17][CH2:18][CH2:19]1)([CH3:10])([CH3:11])[CH3:13].[CH2:22]1[O:23][CH2:24][CH2:25][CH2:26]1.[H-:1].[H-:4].[H-:5].[H-:6].[Li+:3]>>[CH3:12][N:14]1[CH:15]([CH2:20][OH:21])[CH2:16][O:17][CH2:18][CH2:19]1.